This data is from the Open Reaction Database (ORD), a public repository of structured organic reaction records. The task is: describe an organic reaction: reactants, conditions, products, and yield Starting materials: BrC=1C(=NC(=CC1)C)C(=O)O (3-bromo-6-methylpicolinic acid), [OH-].[Na+] (NaOH), Cl (HCl). Run in CO (MeOH). Reaction conditions: time 1 hour. The product is CC1=CC=C(C(=N1)C(=O)O)C=1OC=CN1 (6-methyl-3-(oxazol-2-yl)picolinic acid). Reaction SMILES: Br[C:2]1[C:3]([C:9]([OH:11])=[O:10])=[N:4][C:5]([CH3:8])=[CH:6][CH:7]=1.[OH-:12].[Na+].Cl>CO>[CH3:8][C:5]1[N:4]=[C:3]([C:9]([OH:11])=[O:10])[C:2]([C:5]2[O:12][CH:2]=[CH:3][N:4]=2)=[CH:7][CH:6]=1 |f:1.2|. Procedure details: To the title compound of step C (56 mg, 0.3 mmol) was added MeOH (0.6 mL) and 2M NaOH(aq) (0.6 mL). After 1 h at rt, 1M HCl(aq) was added. The reaction mixture was concentrated to give the title compound (52 mg) that was used without further purification in subsequent steps. MS (ESI) mass calcd. for C10H8N2O3, 204.2; m/z found 205.1 [M+H]+. Starting materials: COCCBr, O=C([O-])[O-], CC#N, OC1(c2cccc(Cl)c2Cl)CCNCC1, Cl, [K+], [K+]. The product is COCCN1CCC(O)(c2cccc(Cl)c2Cl)CC1. RXN SMILES: [Br:22][CH2:23][CH2:24][O:25][CH3:26].[C:16](=[O:17])([O-:18])[O-:19].[CH3:28][C:29]#[N:30].[Cl:1][c:2]1[c:3]([C:9]2([OH:15])[CH2:10][CH2:11][NH:12][CH2:13][CH2:14]2)[cH:4][cH:5][cH:6][c:7]1[Cl:8].[ClH:27].[K+:20].[K+:21]>>[Cl:1][c:2]1[c:3]([C:9]2([OH:15])[CH2:10][CH2:11][N:12]([CH2:23][CH2:24][O:25][CH3:26])[CH2:13][CH2:14]2)[cH:4][cH:5][cH:6][c:7]1[Cl:8]. Starting materials: CC(CCCCCCCCCCC)=O (2-tridecanone), OCC(O)CO (glycerol). The reagents and catalysts are C1(=CC=C(C=C1)S(=O)(=O)O)C (p-toluenesulfonic acid). Solvent: C1(=CC=CC=C1)C (toluene). Reaction conditions: time 24 hour. Product: CC1(OCC(O1)CO)CCCCCCCCCCC (2-methyl-2-undecyl-4-hydroxymethyl-1,3-dioxolane). RXN SMILES: [CH3:1][C:2](=[O:14])[CH2:3][CH2:4][CH2:5][CH2:6][CH2:7][CH2:8][CH2:9][CH2:10][CH2:11][CH2:12][CH3:13].[OH:15][CH2:16][CH:17]([CH2:19]O)[OH:18]>C1(C)C=CC(S(O)(=O)=O)=CC=1.C1(C)C=CC=CC=1>[CH3:1][C:2]1([CH2:3][CH2:4][CH2:5][CH2:6][CH2:7][CH2:8][CH2:9][CH2:10][CH2:11][CH2:12][CH3:13])[O:18][CH:17]([CH2:16][OH:15])[CH2:19][O:14]1. Procedure: A reactor equipped with a stirrer, reflux-condenser, thermometer and nitrogen gas inlet pipe was charged with 297 g of 2-tridecanone, 166 g of glycerol and a solvent amount of toluene, and following addition of p-toluenesulfonic acid as a catalyst, the dehydrative condensation reaction was carried out at the reflux temperature for 24 hours. The resulting crude product was washed with an aqueous solution of potassium carbonate and further with 3 portions of distilled water and finally purified by... The reactants are N1C(=CC2=CC=CC=C12)C(=O)O (indole-2-carboxylic acid), potassium tert-butylate, C(C)(C)(C)O (tert-butanol), C1=CN(C=N1)C(=O)N2C=CN=C2 (N,N-carbonyldiimidazole). Run in C1CCOC1 (THF). Conditions: time 1 hour. Product: C(C)(C)(C)OC(=O)C=1NC2=CC=CC=C2C1 (tert-Butylindole-2-carboxylate). RXN SMILES: [NH:1]1[C:9]2[C:4](=[CH:5][CH:6]=[CH:7][CH:8]=2)[CH:3]=[C:2]1[C:10]([OH:12])=[O:11].C1N=CN(C(N2C=NC=C2)=O)C=1.[C:25](O)([CH3:28])([CH3:27])[CH3:26]>C1COCC1>[C:25]([O:11][C:10]([C:2]1[NH:1][C:9]2[C:4]([CH:3]=1)=[CH:5][CH:6]=[CH:7][CH:8]=2)=[O:12])([CH3:28])([CH3:27])[CH3:26]. Procedure details: 1.00 g (6.21 mmol) indole-2-carboxylic acid is dissolved in 15 ml absolute THF, mixed with 1.01 g (6.23 mmol) N,N-carbonyldiimidazole and stirred at room temperature for 1 hour. Thereafter, 0.77 g (6.86 mmol) potassium-tert-butylate and 9.12 g (123 mmol) tert-butanol are added. Following heating under reflux for 6 hours, quenching using 5 ml water, filtrating off, rinsing with THF, drying on sodium sulfate and concentration on the rotary evaporator, a brown solid is obtained as the crude product... Reactants: C(C)(C)(C)OC(=O)NC1=CC=C(C=N1)OC1=C(C(=O)OC)C=CC(=C1)F (methyl 2-(6-(tert-butoxycarbonylamino)pyridin-3-yloxy)-4-fluorobenzoate), [H-].[Na+] (sodium hydride), IC (iodomethane). Solvent: CN(C=O)C (N,N-dimethylformamide). Reaction conditions: time 30 minute. The product is C(C)(C)(C)OC(=O)N(C1=CC=C(C=N1)OC1=C(C(=O)OC)C=CC(=C1)F)C (methyl 2-(6-(tert-butoxycarbonyl(methyl)amino)pyridin-3-yloxy)-4-fluorobenzoate). As a reaction SMILES: [C:1]([O:5][C:6]([NH:8][C:9]1[N:14]=[CH:13][C:12]([O:15][C:16]2[CH:25]=[C:24]([F:26])[CH:23]=[CH:22][C:17]=2[C:18]([O:20][CH3:21])=[O:19])=[CH:11][CH:10]=1)=[O:7])([CH3:4])([CH3:3])[CH3:2].[H-].[Na+].I[CH3:30]>CN(C)C=O>[C:1]([O:5][C:6]([N:8]([CH3:30])[C:9]1[N:14]=[CH:13][C:12]([O:15][C:16]2[CH:25]=[C:24]([F:26])[CH:23]=[CH:22][C:17]=2[C:18]([O:20][CH3:21])=[O:19])=[CH:11][CH:10]=1)=[O:7])([CH3:4])([CH3:2])[CH3:3] |f:1.2|. Procedure: To a solution of EXAMPLE 377B (0.750 g) in N,N-dimethylformamide (5 mL) was added sodium hydride (0.091 g). The reaction was stirred for 30 minutes at room temperature and then iodomethane (0.142 mL) was added to the reaction and stirring was continued at room temperature for 2 hours. The reaction was quenched with water (25 mL) and extracted with ethyl acetate (75 mL). The organic layer was separated, washed with brine (50 mL), dried over magnesium sulfate, filtered, and concentrated. The resid...